Dataset: the Open Reaction Database (ORD), a public repository of structured organic reaction records. Task: describe an organic reaction: reactants, conditions, products, and yield Starting materials: CSC1=NC(NC=C1F)=O (4-Methylthio-5-fluoropyrimid-2-one), ClCC(=O)O (Chloroacetic acid). Run in [OH-].[K+] (potassium hydroxide). Yields the product C(=O)(O)CN1C(N=C(C(=C1)F)SC)=O (1-Carboxymethyl-4-methylthio-5-fluoropyrimid-2-one). Isolated yield 36.0%. RXN SMILES: [CH3:1][S:2][C:3]1[C:8]([F:9])=[CH:7][NH:6][C:5](=[O:10])[N:4]=1.Cl[CH2:12][C:13]([OH:15])=[O:14]>[OH-].[K+]>[C:13]([CH2:12][N:6]1[CH:7]=[C:8]([F:9])[C:3]([S:2][CH3:1])=[N:4][C:5]1=[O:10])([OH:15])=[O:14] |f:2.3|. Procedure: 4-Methylthio-5-fluoropyrimid-2-one (0.01 mol) was added to 2 M potassium hydroxide solution (10 ml) and dissolved. Chloroacetic acid (0.01 mol) was then added and the reaction mixture heated under reflux for 60 min when the pH was close to neutral. Some precipitate was removed by filtration from the cold reaction mixture and the filtrate brought to pH 2 with HCl. The precipitated product was recrystallised from aqueous methanol; yield 36%, m.p. 244°-245° C. Reactants: C([O-])([O-])=O.[K+].[K+] (potassium carbonate), BrC1=NC=2N(C(N(C(C2N1CC1=CC=C(C=C1)Cl)=O)CCCOC1OCCCC1)=O)C (8-bromo-7-(4-chlorobenzyl)-3-methyl-1-(3-(tetrahydro-2H-pyran-2-yloxy)propyl)-1H-purine-2,6(3H,7H)-dione), BrC1=NC=2N(C(N(C(C2N1CC1=CC=C(C=C1)Cl)=O)CCCOC1OCCCC1)=O)C (8-bromo-7-(4-chlorobenzyl)-3-methyl-1-(3-(tetrahydro-2H-pyran-2-yloxy)propyl)-1H-purine-2,6(3H,7H)-dione), CC1=CC=C(C=N1)O (6-methylpyridin-3-ol). Solvent: CN(C)C=O (DMF). Reaction conditions: temperature 85 celsius, time 3 hour. Product: ClC1=CC=C(CN2C(=NC=3N(C(N(C(C23)=O)CCCOC2OCCCC2)=O)C)OC=2C=NC(=CC2)C)C=C1 (7-(4-chlorobenzyl)-3-methyl-8-(6-methylpyridin-3-yloxy)-1-(3-(tetrahydro-2H-pyran-2-yloxy)propyl)-1H-purine-2,6(3H,7H)-dione). Isolated yield 75.0%. RXN SMILES: Br[C:2]1[N:10]([CH2:11][C:12]2[CH:17]=[CH:16][C:15]([Cl:18])=[CH:14][CH:13]=2)[C:9]2[C:8](=[O:19])[N:7]([CH2:20][CH2:21][CH2:22][O:23][CH:24]3[CH2:29][CH2:28][CH2:27][CH2:26][O:25]3)[C:6](=[O:30])[N:5]([CH3:31])[C:4]=2[N:3]=1.[CH3:32][C:33]1[N:38]=[CH:37][C:36]([OH:39])=[CH:35][CH:34]=1.C(=O)([O-])[O-].[K+].[K+]>CN(C=O)C>[Cl:18][C:15]1[CH:16]=[CH:17][C:12]([CH2:11][N:10]2[C:9]3[C:8](=[O:19])[N:7]([CH2:20][CH2:21][CH2:22][O:23][CH:24]4[CH2:29][CH2:28][CH2:27][CH2:26][O:25]4)[C:6](=[O:30])[N:5]([CH3:31])[C:4]=3[N:3]=[C:2]2[O:39][C:36]2[CH:37]=[N:38][C:33]([CH3:32])=[CH:34][CH:35]=2)=[CH:13][CH:14]=1 |f:2.3.4|. Reported procedure: To a solution of 8-bromo-7-(4-chlorobenzyl)-3-methyl-1-(3-(tetrahydro-2H-pyran-2-yloxy)propyl)-1H-purine-2,6(3H,7H)-dione (100 mg, 0.195 mmol, intermediate 14) in DMF (5 mL) was added 6-methylpyridin-3-ol (24 mg, 0.22 mmol) followed by potassium carbonate (76 mg, 0.55 mmol) and the mixture was stirred at 85° C. for 3 h. The mixture was cooled and partitioned between ethyl acetate and brine. The layers were separated and the organic layer was washed with saturated aqueous ammonium chloride, dried... Starting materials: Cl.Cl.C(C1=CC=CC=C1)N1CC(CC2=CC(=CC=C12)Cl)N (1-Benzyl-6-chloro-1,2,3,4-tetrahydroquinolin-3-amine, dihydrochloride), CN1CCOCC1 (NMM), C1(=CC=CC=C1)S(=O)(=O)Cl (benzene sulfonylchloride), C(C(CO)(CO)N)O (Trisamine). Run in ClCCCl (DCE), ClCCCl (DCE). Run at time 24 hour. The product is C(C1=CC=CC=C1)N1CC(CC2=CC(=CC=C12)Cl)NS(=O)(=O)C1=CC=CC=C1 (N-(1-Benzyl-6-chloro-1,2,3,4-tetrahydroquinolin-3-yl)benzenesulfonamide), compound 50. Yield: 69.0%. RXN SMILES: Cl.Cl.[CH2:3]([N:10]1[C:19]2[C:14](=[CH:15][C:16]([Cl:20])=[CH:17][CH:18]=2)[CH2:13][CH:12]([NH2:21])[CH2:11]1)[C:4]1[CH:9]=[CH:8][CH:7]=[CH:6][CH:5]=1.CN1CCOCC1.[C:29]1([S:35](Cl)(=[O:37])=[O:36])[CH:34]=[CH:33][CH:32]=[CH:31][CH:30]=1.C(O)C(N)(CO)CO>ClCCCl>[CH2:3]([N:10]1[C:19]2[C:14](=[CH:15][C:16]([Cl:20])=[CH:17][CH:18]=2)[CH2:13][CH:12]([NH:21][S:35]([C:29]2[CH:34]=[CH:33][CH:32]=[CH:31][CH:30]=2)(=[O:37])=[O:36])[CH2:11]1)[C:4]1[CH:9]=[CH:8][CH:7]=[CH:6][CH:5]=1 |f:0.1.2|. Procedure: The title compound was synthesized as part of library using the following procedure in a parallel synthesis fashion using 48 well red and blue minireactors. Typical procedure: To a solution of 22B (14 mg, 0.05 mmol) in DCE (0.5 mL) at RT was added NMM (0.109 mL, 0.1 mmol), followed by addition of benzene sulfonylchloride (17.6 mg, 0.1 mmol) in DCE (0.5 μL). The reaction mixture was shaken at RT for 24 h, and treated with 100 mg of PS-Trisamine (4 mmol/g loading) for 2 h to remove excess sulfonyl... Reactants: COC1=C(CN)C=CC=C1 (2-Methoxybenzylamine), C(C)(=O)OC(C)=O (acetic anhydride). Run in CO (methanol). Conditions: temperature 0 celsius, time 8 hour. Yields the product OC1=C(CNC(C)=O)C=CC=C1 (N-(2-Hydroxybenzyl)acetamide). The yield is 40.4%. As a reaction SMILES: C[O:2][C:3]1[CH:10]=[CH:9][CH:8]=[CH:7][C:4]=1[CH2:5][NH2:6].[C:11](OC(=O)C)(=[O:13])[CH3:12]>CO>[OH:2][C:3]1[CH:10]=[CH:9][CH:8]=[CH:7][C:4]=1[CH2:5][NH:6][C:11](=[O:13])[CH3:12]. Procedure: 2-Methoxybenzylamine (822 mg, 6.0 mmol) in methanol (10 mL) was treated with acetic anhydride (613 mg, 6.0 mmol) at room temperature for 2 h. The volatiles were removed in vacuo. The residue was dissolved in CH2Cl2, cooled to 0° C., 1M solution of BBr3 in CH2Cl2 (12 mL, 12.0 mml) was added slowly. After addition was completed the reaction mixture was stirred at room temperature overnight, cooled to 0° C., methanol (3 mL) was added and after 10 min volatiles were removed in vacuo. The residue was... Reactants: C(C)(C)(C)C=1C=C(C=C(C1)C(C)(C)C)C=1C=CC(=C2C=C(CC12)C)OC (7-(3,5-di-tert-butylphenyl)-4-methoxy-2-methyl-1H-indene), [Li]CCCC (nBuLi), CC=1C(C2=CC(=C(C(=C2C1)C1=CC=CC=C1)OC)C(C)(C)C)[Si](C)(C)Cl ((2-methyl-4-phenyl-5-methoxy-6-tert-butyl-1H-inden-1-yl)(chloro)dimethylsilane), O (water). Reagents/catalysts: C(#N)[Cu] (CuCN). The solvent is hexanes, CCOCC (ether), CCOCC (ether). Reaction conditions: time 8 hour. The product is CC=1C(C2=CC(=C(C(=C2C1)C1=CC=CC=C1)OC)C(C)(C)C)[Si](C)(C)C1C(=CC2=C(C=CC(=C12)OC)C1=CC(=CC(=C1)C(C)(C)C)C(C)(C)C)C ([2-Methyl-4-phenyl-5-methoxy-6-tert-butyl-1H-inden-1-yl]-[2-methyl-4-(3,5-di-tertbutylphenyl)-7-methoxy-1H-inden-1-yl]dimethylsilane). The yield is 101.2%. Reaction SMILES: [C:1]([C:5]1[CH:6]=[C:7]([C:15]2[CH:16]=[CH:17][C:18]([O:25][CH3:26])=[C:19]3[C:23]=2[CH2:22][C:21]([CH3:24])=[CH:20]3)[CH:8]=[C:9]([C:11]([CH3:14])([CH3:13])[CH3:12])[CH:10]=1)([CH3:4])([CH3:3])[CH3:2].[Li]CCCC.[CH3:32][C:33]1[CH:34]([Si:54](Cl)([CH3:56])[CH3:55])[C:35]2[C:40]([CH:41]=1)=[C:39]([C:42]1[CH:47]=[CH:46][CH:45]=[CH:44][CH:43]=1)[C:38]([O:48][CH3:49])=[C:37]([C:50]([CH3:53])([CH3:52])[CH3:51])[CH:36]=2.O>CCOCC.C([Cu])#N>[CH3:32][C:33]1[CH:34]([Si:54]([CH:20]2[C:19]3[C:23](=[C:15]([C:7]4[CH:6]=[C:5]([C:1]([CH3:2])([CH3:3])[CH3:4])[CH:10]=[C:9]([C:11]([CH3:14])([CH3:13])[CH3:12])[CH:8]=4)[CH:16]=[CH:17][C:18]=3[O:25][CH3:26])[CH:22]=[C:21]2[CH3:24])([CH3:55])[CH3:56])[C:35]2[C:40]([CH:41]=1)=[C:39]([C:42]1[CH:43]=[CH:44][CH:45]=[CH:46][CH:47]=1)[C:38]([O:48][CH3:49])=[C:37]([C:50]([CH3:51])([CH3:52])[CH3:53])[CH:36]=2. Procedure: To a solution of 12.3 g (35.3 mmol) of 7-(3,5-di-tert-butylphenyl)-4-methoxy-2-methyl-1H-indene in 200 ml of ether 14.2 ml (35.5 mmol) of 2.5 M nBuLi in hexanes was added in one portion at −50° C. This mixture was stirred overnight at room temperature, then cooled to −40° C., and 150 mg of CuCN was added. The resulting mixture was stirred for 1 h at −20° C., then cooled to −40° C., and a solution of 13.6 g (35.3 mmol) of (2-methyl-4-phenyl-5-methoxy-6-tert-butyl-1H-inden-1-yl)(chloro)dimethylsil... Starting materials: C(C)OC(=O)C1=C(N=C(S1)N1C=NC2=C1C=C(C=C2)CCCCN2CCOCC2)C2=CC(=CC=C2)Cl (4-(3-chloro-phenyl)-2-[6-(4-morpholin-4-yl-butyl)-benzoimidazol-1-yl]-thiazole-5-carboxylic acid ethyl ester), O1CCCC1 (tetrahydrofuran), [OH-].[Li+] (lithium hydroxide). Run in O (water). Conditions: time 2 hour. Yields the product ClC=1C=C(C=CC1)C=1N=C(SC1C(=O)O)N1C=NC2=C1C=C(C=C2)CCCCN2CCOCC2 (4-(3-chloro-phenyl)-2-[6-(4-morpholin-4-yl-butyl)-benzoimidazol-1-yl]-thiazole-5-carboxylic acid). Isolated yield 72.4%. Reaction SMILES: C([O:3][C:4]([C:6]1[S:10][C:9]([N:11]2[C:15]3[CH:16]=[C:17]([CH2:20][CH2:21][CH2:22][CH2:23][N:24]4[CH2:29][CH2:28][O:27][CH2:26][CH2:25]4)[CH:18]=[CH:19][C:14]=3[N:13]=[CH:12]2)=[N:8][C:7]=1[C:30]1[CH:35]=[CH:34][CH:33]=[C:32]([Cl:36])[CH:31]=1)=[O:5])C.O1CCCC1.[OH-].[Li+]>O>[Cl:36][C:32]1[CH:31]=[C:30]([C:7]2[N:8]=[C:9]([N:11]3[C:15]4[CH:16]=[C:17]([CH2:20][CH2:21][CH2:22][CH2:23][N:24]5[CH2:25][CH2:26][O:27][CH2:28][CH2:29]5)[CH:18]=[CH:19][C:14]=4[N:13]=[CH:12]3)[S:10][C:6]=2[C:4]([OH:5])=[O:3])[CH:35]=[CH:34][CH:33]=1 |f:2.3|. Procedure details: To a mixture of 0.078 g (0.15 mmole) of 4-(3-chloro-phenyl)-2-[6-(4-morpholin-4-yl-butyl)-benzoimidazol-1-yl]-thiazole-5-carboxylic acid ethyl ester (I.41f), 2 mL of tetrahydrofuran and 2 mL of water was added 0.034 g (1.49 mmole) of lithium hydroxide. The mixture was stirred at ambient temperature for 2 hours, then concentrated under reduced pressure and diluted with 5 mL of water. The pH was adjusted to ca. 6-7 by addition of 3M hydrochloric acid. The precipitate was collected by filtration to...